Dataset: the Open Reaction Database (ORD), a public repository of structured organic reaction records. Task: describe an organic reaction: reactants, conditions, products, and yield Starting materials: COC1=C(C(=O)OC)C=C(C=C1)NS(=O)(=O)C (methyl 2-methoxy-5-methylsulfonamidobenzoate), Cl (hydrochloric acid), [OH-].[Li+] (lithium hydroxide), [OH-].[Li+] (lithium hydroxide). The solvent is O1CCCC1.O (tetrahydrofuran water). Conditions: time 18 hour. Yields the product COC1=C(C(=O)O)C=C(C=C1)NS(=O)(=O)C (2-Methoxy-5-methylsulfonamidobenzoic acid). As a reaction SMILES: [CH3:1][O:2][C:3]1[CH:12]=[CH:11][C:10]([NH:13][S:14]([CH3:17])(=[O:16])=[O:15])=[CH:9][C:4]=1[C:5]([O:7]C)=[O:6].[OH-].[Li+].Cl>O1CCCC1.O>[CH3:1][O:2][C:3]1[CH:12]=[CH:11][C:10]([NH:13][S:14]([CH3:17])(=[O:16])=[O:15])=[CH:9][C:4]=1[C:5]([OH:7])=[O:6] |f:1.2,4.5|. Reported procedure: Combine methyl 2-methoxy-5-methylsulfonamidobenzoate (1.0 g, 3.86 mmol) and lithium hydroxide (93 mg, 3.86 mmol) in tetrahydrofuran/water (50 mL/10 mL). After 18 hours, add lithium hydroxide (100 mg) and heat to reflux. After 1 hour, cool to ambient temperature and evaporate to remove most of the tetrahydrofuran. Dilute the evaporated reaction mixture with water (about 70 mL) and acidify to pH of about 1 using a 1 M aqueous hydrochloric acid solution. Evaporate to dryness and triturate with dich...